Dataset: the Open Reaction Database (ORD), a public repository of structured organic reaction records. Task: describe an organic reaction: reactants, conditions, products, and yield Starting materials: S(=O)([O-])S(=O)[O-].[Na+].[Na+] (sodium hydrosulfite), O1CCCC1 (tetrahydrofuran), C(C)O (ethanol), CN(/C=C/C1=C(C=C(C(=O)OC)C=C1)[N+](=O)[O-])C (methyl E-4-(2-dimethylaminovinyl)-3-nitrobenzoate). Solvent: O (water). Conditions: temperature 70 celsius, time 1 hour. The product is COC(=O)C1=CC=C2C=CNC2=C1 (6-methoxycarbonylindole). Isolated yield 39.9%. As a reaction SMILES: O1CCCC1.C(O)C.CN(C)/[CH:11]=[CH:12]/[C:13]1[CH:22]=[CH:21][C:16]([C:17]([O:19][CH3:20])=[O:18])=[CH:15][C:14]=1[N+:23]([O-])=O.S(S([O-])=O)([O-])=O.[Na+].[Na+]>O>[CH3:20][O:19][C:17]([C:16]1[CH:15]=[C:14]2[C:13]([CH:12]=[CH:11][NH:23]2)=[CH:22][CH:21]=1)=[O:18] |f:3.4.5|. Procedure details: To a mixed solvent of tetrahydrofuran (30 ml), ethanol (30 ml) and water (100 ml), added are methyl E-4-(2-dimethylaminovinyl)-3-nitrobenzoate (10.0 g) and sodium hydrosulfite (104.5 g), and stirred at 70° C. for 1 hours. After this is cooled to room temperature, a saturated saline solution is added thereto. Then, this is extracted with chloroform. The organic layer is dried, and the solvent is evaporated away. The resulting residue is purified through silica gel column chromatography (eluent: h... As a reaction SMILES: [C:1]([O:2][C:3](=[O:4])[N:8]1[CH:9]([c:13]2[s:14][c:15]([CH2:18][CH2:19][C:20](=[O:21])[O:22][CH3:23])[cH:16][n:17]2)[CH2:10][CH2:11][CH2:12]1)([CH3:5])([CH3:6])[CH3:7].[ClH:24].[O:25]1[CH2:26][CH2:27][O:28][CH2:29][CH2:30]1>>[NH:8]1[CH:9]([c:13]2[s:14][c:15]([CH2:18][CH2:19][C:20](=[O:21])[O:22][CH3:23])[cH:16][n:17]2)[CH2:10][CH2:11][CH2:12]1. Yields the product COC(=O)CCc1cnc(C2CCCN2)s1. Starting materials: COC(=O)CCc1cnc(C2CCCN2C(=O)OC(C)(C)C)s1, Cl, C1COCCO1. Reactants: C(C)(=O)O (Acetic acid), CNC (dimethylamine), aqueous solution, C=O (paraformaldehyde), COC=1C(=C2C=CNC2=CC1)C (5-methoxy-4-methyl-indole). Solvent: C(C)O (ethanol), C(C)O (ethanol). Yields the product COC=1C(=C2C(=CNC2=CC1)CN(C)C)C ((5-methoxy-4-methyl-1H-indol-3-ylmethyl)-dimethylamine). RXN SMILES: [C:1](O)(=O)C.[CH3:5][NH:6][CH3:7].C=O.[CH3:10][O:11][C:12]1[C:13]([CH3:21])=[C:14]2[C:18](=[CH:19][CH:20]=1)[NH:17][CH:16]=[CH:15]2>C(O)C>[CH3:10][O:11][C:12]1[C:13]([CH3:21])=[C:14]2[C:7](=[CH:19][CH:20]=1)[NH:6][CH:5]=[C:15]2[CH2:16][N:17]([CH3:1])[CH3:18]. Procedure: Acetic acid (0.39 mL) and dimethylamine (0.85 mL of a 40% aqueous solution) were added to a suspension of paraformaldehyde (0.21 g) in 25 mL ethanol. The mixture was heated to reflux until it was clear. The solution was cooled to rt and a solution of 5-methoxy-4-methyl-indole (1.0 g) in 25 mL of ethanol was added. The reaction was heated to reflux for 3 h. The volatiles were removed in vacuo to yield (5-methoxy-4-methyl-1H-indol-3-ylmethyl)-dimethylamine (1.0 g). Starting materials: CC1(C)OC(c2ccc(S(C)(=O)=O)cc2)=C(Br)C1=O, Cc1ccccc1, CCO, OB(O)c1ccc(OC(F)(F)F)cc1, [Na+], [Na+], O=C([O-])[O-], c1ccc(P(c2ccccc2)(c2ccccc2)[Pd](P(c2ccccc2)(c2ccccc2)c2ccccc2)(P(c2ccccc2)(c2ccccc2)c2ccccc2)P(c2ccccc2)(c2ccccc2)c2ccccc2)cc1. Product: CC1(C)OC(c2ccc(S(C)(=O)=O)cc2)=C(c2ccc(OC(F)(F)F)cc2)C1=O. RXN SMILES: [Br:1][C:2]1=[C:6]([c:7]2[cH:8][cH:9][c:10]([S:13](=[O:14])(=[O:15])[CH3:16])[cH:11][cH:12]2)[O:5][C:4]([CH3:17])([CH3:18])[C:3]1=[O:19].[CH3:40][c:41]1[cH:42][cH:43][cH:44][cH:45][cH:46]1.[CH3:47][CH2:48][OH:49].[F:26][C:27]([O:28][c:29]1[cH:30][cH:31][c:32]([B:35]([OH:36])[OH:37])[cH:33][cH:34]1)([F:38])[F:39].[Na+:20].[Na+:21].[O-:22][C:23](=[O:24])[O-:25].[cH:50]1[cH:51][cH:52][c:53]([P:54]([Pd:55]([P:56]([c:57]2[cH:58][cH:59][cH:60][cH:61][cH:62]2)([c:63]2[cH:64][cH:65][cH:66][cH:67][cH:68]2)[c:69]2[cH:70][cH:71][cH:72][cH:73][cH:74]2)([P:75]([c:76]2[cH:77][cH:78][cH:79][cH:80][cH:81]2)([c:82]2[cH:83][cH:84][cH:85][cH:86][cH:87]2)[c:88]2[cH:89][cH:90][cH:91][cH:92][cH:93]2)[P:94]([c:95]2[cH:96][cH:97][cH:98][cH:99][cH:100]2)([c:101]2[cH:102][cH:103][cH:104][cH:105][cH:106]2)[c:107]2[cH:108][cH:109][cH:110][cH:111][cH:112]2)([c:113]2[cH:114][cH:115][cH:116][cH:117][cH:118]2)[c:119]2[cH:120][cH:121][cH:122][cH:123][cH:124]2)[cH:125][cH:126]1>>[C:2]1([c:32]2[cH:31][cH:30][c:29]([O:28][C:27]([F:26])([F:38])[F:39])[cH:34][cH:33]2)=[C:6]([c:7]2[cH:8][cH:9][c:10]([S:13](=[O:14])(=[O:15])[CH3:16])[cH:11][cH:12]2)[O:5][C:4]([CH3:17])([CH3:18])[C:3]1=[O:19]. The reactants are NCCCN1C(SCC(=N1)C1=CC2=C(N(C(=N2)C=2OC=CC2)C)C=C1)=O (3-(3-aminopropyl)-5-[2-(2-furyl)-1-methyl-1H-benzimidazol-5-yl]-3,6-dihydro-2H-1,3,4-thiadiazin-2-one), ClC1=CC=C(C=C1)N=C=O (1-chloro-4-isocyanatobenzene), C1CCOC1 (THF). The solvent is C(C)N(CC)CC (triethylamine). Reaction conditions: time 20 hour. Product: ClC1=CC=C(C=C1)NC(=O)NCCCN1C(SCC(=N1)C1=CC2=C(N(C(=N2)C=2OC=CC2)C)C=C1)=O (N-(4-chlorophenyl)-N′-{3-[5-[2-(2-furyl)-1-methyl-1H-benzimidazol-5-yl]-2-oxo-2H-1,3,4-thiadiazin-3(6H)-yl]propyl}urea). As a reaction SMILES: [NH2:1][CH2:2][CH2:3][CH2:4][N:5]1[N:10]=[C:9]([C:11]2[CH:25]=[CH:24][C:14]3[N:15]([CH3:23])[C:16]([C:18]4[O:19][CH:20]=[CH:21][CH:22]=4)=[N:17][C:13]=3[CH:12]=2)[CH2:8][S:7][C:6]1=[O:26].[Cl:27][C:28]1[CH:33]=[CH:32][C:31]([N:34]=[C:35]=[O:36])=[CH:30][CH:29]=1.C1COCC1>C(N(CC)CC)C>[Cl:27][C:28]1[CH:33]=[CH:32][C:31]([NH:34][C:35]([NH:1][CH2:2][CH2:3][CH2:4][N:5]2[N:10]=[C:9]([C:11]3[CH:25]=[CH:24][C:14]4[N:15]([CH3:23])[C:16]([C:18]5[O:19][CH:20]=[CH:21][CH:22]=5)=[N:17][C:13]=4[CH:12]=3)[CH2:8][S:7][C:6]2=[O:26])=[O:36])=[CH:30][CH:29]=1. Procedure: 120 mg (0.30 mM) of 3-(3-aminopropyl)-5-[2-(2-furyl)-1-methyl-1H-benzimidazol-5-yl]-3,6-dihydro-2H-1,3,4-thiadiazin-2-one and 50.1 mg (0.33 mM) of 1-chloro-4-isocyanatobenzene are added to 2 ml of THF and 164.33 μl (1.33 mM) of triethylamine. The mixture is stirred at room temperature for 20 hours. The solid is filtered off and washed with water and then with isopropanol to give, after drying, 106 mg of N-(4-chlorophenyl)-N′-{3-[5-[2-(2-furyl)-1-methyl-1H-benzimidazol-5-yl]-2-oxo-2H-1,3,4-thiadi...